Dataset: the Open Reaction Database (ORD), a public repository of structured organic reaction records. Task: describe an organic reaction: reactants, conditions, products, and yield The reactants are IC=1OC(=CN1)C=1C=C2C=CN=CC2=CC1 (6-(2-iodooxazol-5-yl)isoquinoline), COC1=CC=C(C=C1)CN ((4-methoxyphenyl)methanamine), CN1CCCC1=O (NMP), CO (MeOH). Run in C(Cl)Cl (DCM). Run at temperature 165 celsius. Product: COC1=CC=C(CNC=2OC(=CN2)C=2C=C3C=CN=CC3=CC2)C=C1 (N-(4-methoxybenzyl)-5-(isoquinolin-6-yl)oxazol-2-amine). Isolated yield 136.3%. RXN SMILES: I[C:2]1[O:3][C:4]([C:7]2[CH:8]=[C:9]3[C:14](=[CH:15][CH:16]=2)[CH:13]=[N:12][CH:11]=[CH:10]3)=[CH:5][N:6]=1.[CH3:17][O:18][C:19]1[CH:24]=[CH:23][C:22]([CH2:25][NH2:26])=[CH:21][CH:20]=1.CN1C(=O)CCC1.CO>C(Cl)Cl>[CH3:17][O:18][C:19]1[CH:24]=[CH:23][C:22]([CH2:25][NH:26][C:2]2[O:3][C:4]([C:7]3[CH:8]=[C:9]4[C:14](=[CH:15][CH:16]=3)[CH:13]=[N:12][CH:11]=[CH:10]4)=[CH:5][N:6]=2)=[CH:21][CH:20]=1. Reported procedure: A glass microwave reaction vessel was charged with 6-(2-iodooxazol-5-yl)isoquinoline (0.10 g, 310 μmol), (4-methoxyphenyl)methanamine (0.28 mL, 217 μmol) and NMP (2.00 mL). The reaction mixture was stirred and heated in a Smith Synthesizer® microwave reactor (Personal Chemistry, Inc., Upssala, Sweden) at 165° C. for 10 minutes. The residual product was adsorbed onto a plug of silica gel and chromatographed through two stacked Redi-Sep® pre-packed silica gel column (12 g), eluting with a gradient... Starting materials: Cc1nc(N2CCNC2=O)sc1C(=O)NCc1ccccc1, CN(C)C=O, O=C(Cl)c1ccc(F)cc1, [H-], [Na+]. The product is Cc1nc(N2CCN(C(=O)c3ccc(F)cc3)C2=O)sc1C(=O)NCc1ccccc1. RXN SMILES: [CH2:1]([c:2]1[cH:3][cH:4][cH:5][cH:6][cH:7]1)[NH:8][C:9](=[O:10])[c:11]1[c:12]([CH3:22])[n:13][c:14]([N:16]2[C:17](=[O:21])[NH:18][CH2:19][CH2:20]2)[s:15]1.[CH3:35][N:36]([CH3:37])[CH:38]=[O:39].[F:25][c:26]1[cH:27][cH:28][c:29]([C:30](=[O:31])[Cl:32])[cH:33][cH:34]1.[H-:23].[Na+:24]>>[CH2:1]([c:2]1[cH:3][cH:4][cH:5][cH:6][cH:7]1)[NH:8][C:9](=[O:10])[c:11]1[c:12]([CH3:22])[n:13][c:14]([N:16]2[C:17](=[O:21])[N:18]([C:30]([c:29]3[cH:28][cH:27][c:26]([F:25])[cH:34][cH:33]3)=[O:31])[CH2:19][CH2:20]2)[s:15]1.